Task: describe an organic reaction: reactants, conditions, products, and yield. Dataset: the Open Reaction Database (ORD), a public repository of structured organic reaction records The reactants are ClC1=CC(=NC(=N1)SC)NC1=C(C=C(C=C1)C)NC(C)=O (N-(2-{[6-Chloro-2-(methylsulfanyl)pyrimidin-4-yl]amino}-5-methylphenyl)acetamide), C([O-])(O)=O.[Na+] (sodium bicarbonate). The solvent is C(C)O (ethanol), O1CCOCC1 (1,4-dioxane), Cl (hydrochloric acid). Product: ClC1=CC(=NC(=N1)SC)NC=1C(=CC(=CC1)C)N (N1-[6-chloro-2-(methylsulfanyl)pyrimidin-4-yl]-4-methylbenzene-1,2-diamine). The yield is 97.9%. As a reaction SMILES: [Cl:1][C:2]1[N:7]=[C:6]([S:8][CH3:9])[N:5]=[C:4]([NH:10][C:11]2[CH:16]=[CH:15][C:14]([CH3:17])=[CH:13][C:12]=2[NH:18]C(=O)C)[CH:3]=1.C(=O)(O)[O-].[Na+]>C(O)C.O1CCOCC1.Cl>[Cl:1][C:2]1[N:7]=[C:6]([S:8][CH3:9])[N:5]=[C:4]([NH:10][C:11]2[C:12]([NH2:18])=[CH:13][C:14]([CH3:17])=[CH:15][CH:16]=2)[CH:3]=1 |f:1.2|. Procedure details: N-(2-{[6-Chloro-2-(methylsulfanyl)pyrimidin-4-yl]amino}-5-methylphenyl)acetamide (270 mg) was dissolved in a mixed solvent of ethanol (2.8 mL) and 1,4-dioxane (2.8 mL), and 6 M hydrochloric acid (9.6 mL) was added thereto, followed by heating and refluxing for 3 hours. After air-cooling to room temperature, the pH was adjusted to 6 to 7 using saturated aqueous sodium bicarbonate, followed by extraction with ethyl acetate. The organic layer was dried over anhydrous magnesium sulfate and the solve... Starting materials: CC#N, O=C(CCl)Nc1ccncn1, O=C(OC1CN2CCC1CC2)C1(c2ccccc2)CCCCCC1. The product is [Cl-], O=C(C[N+]12CCC(CC1)C(OC(=O)C1(c3ccccc3)CCCCCC1)C2)Nc1ccncn1. As a reaction SMILES: [CH3:36][C:37]#[N:38].[Cl:25][CH2:26][C:27](=[O:28])[NH:29][c:30]1[n:31][cH:32][n:33][cH:34][cH:35]1.[N:1]12[CH2:2][CH:3]([O:9][C:10](=[O:11])[C:12]3([c:19]4[cH:20][cH:21][cH:22][cH:23][cH:24]4)[CH2:13][CH2:14][CH2:15][CH2:16][CH2:17][CH2:18]3)[CH:4]([CH2:5][CH2:6]1)[CH2:7][CH2:8]2>>[Cl-:25].[N+:1]12([CH2:26][C:27](=[O:28])[NH:29][c:30]3[n:31][cH:32][n:33][cH:34][cH:35]3)[CH2:2][CH:3]([O:9][C:10](=[O:11])[C:12]3([c:19]4[cH:20][cH:21][cH:22][cH:23][cH:24]4)[CH2:13][CH2:14][CH2:15][CH2:16][CH2:17][CH2:18]3)[CH:4]([CH2:5][CH2:6]1)[CH2:7][CH2:8]2. The reactants are BrC(Br)(Br)Br, ClCCl, OCc1cccc2c1OCC2, c1ccc(P(c2ccccc2)c2ccccc2)cc1. Yields the product BrCc1cccc2c1OCC2. As a reaction SMILES: [C:12]([Br:13])([Br:14])([Br:15])[Br:16].[CH2:36]([Cl:37])[Cl:38].[O:1]1[CH2:2][CH2:3][c:4]2[c:5]1[c:6]([CH2:10][OH:11])[cH:7][cH:8][cH:9]2.[c:17]1([P:18]([c:19]2[cH:20][cH:21][cH:22][cH:23][cH:24]2)[c:25]2[cH:26][cH:27][cH:28][cH:29][cH:30]2)[cH:31][cH:32][cH:33][cH:34][cH:35]1>>[O:1]1[CH2:2][CH2:3][c:4]2[c:5]1[c:6]([CH2:10][Br:13])[cH:7][cH:8][cH:9]2. Product: CC(C)N1S(C2=C(C=C1C(=O)OCC)C=CS2)(=O)=O (Ethyl 2-(1-methylethyl)-2H-thieno[3,2-e]-1,2-thiazine-3-carboxylate 1,1-dioxide). As a reaction SMILES: [CH2:1]([O:3][C:4](=[O:23])[CH2:5][N:6]([S:10]([C:13]1[S:14][CH:15]=[CH:16][C:17]=1[CH:18]1OCCO1)(=[O:12])=[O:11])[CH:7]([CH3:9])[CH3:8])[CH3:2].O.C1(C)C=CC(S(O)(=O)=O)=CC=1.C(=O)(O)[O-].[Na+].C1CCN2C(=NCCC2)CC1>CC(C)=O.C(OCC)(=O)C>[CH3:8][CH:7]([N:6]1[C:5]([C:4]([O:3][CH2:1][CH3:2])=[O:23])=[CH:18][C:17]2[CH:16]=[CH:15][S:14][C:13]=2[S:10]1(=[O:12])=[O:11])[CH3:9] |f:1.2,3.4|. Reported procedure: A solution of the product from Step B (36.25 g) and p-toluenesulfonic acid hydrate (2.0 g) in acetone (300 mL) was heated at reflux temperature for 6 h, cooled and a saturated aqueous solution of sodium bicarbonate (100 mL) was added. Acetone was evaporated and the aqueous mixture was extracted with ether (2×100 mL). The combined extracts were dried (MgSO4) and evaporated to give a dark brown oil which was dissolved in ethyl acetate (200 mL). DBU (2 mL) was added to this solution and after 1 h t... Starting materials: C([O-])(O)=O.[Na+] (sodium bicarbonate), C1CCC2=NCCCN2CC1 (DBU), C(C)OC(CN(C(C)C)S(=O)(=O)C=1SC=CC1C1OCCO1)=O (N-[[3-(1,3-Dioxolan-2-yl)-2-thienyl]sulfonyl]-N-(1-methylethyl)-glycine Ethyl Ester), O.C1(=CC=C(C=C1)S(=O)(=O)O)C (p-toluenesulfonic acid hydrate). Isolated yield 33.1%. The solvent is CC(=O)C (acetone), C(C)(=O)OCC (ethyl acetate). Starting materials: C(C(=C)C)(=O)OCC1CO1 (glycidyl methacrylate), C(C)(C)(C)N (t-butylamine), C(C(=C)C)(=O)OCC1CO1 (glycidyl methacrylate). Run in C(C)(C)O (isopropyl alcohol). Reaction conditions: time 3.5 hour. The product is C(C(=C)C)(=O)OCC(CNC(C)(C)C)O (2-hydroxy-3-t-butylamino-1-propyl methacrylate). Reaction SMILES: [C:1]([O:6][CH2:7][CH:8]1[O:10][CH2:9]1)(=[O:5])[C:2]([CH3:4])=[CH2:3].[C:11]([NH2:15])([CH3:14])([CH3:13])[CH3:12]>C(O)(C)C>[C:1]([O:6][CH2:7][CH:8]([OH:10])[CH2:9][NH:15][C:11]([CH3:14])([CH3:13])[CH3:12])(=[O:5])[C:2]([CH3:4])=[CH2:3]. Procedure details: There were charged to a glass pressure reactor having a volume of 250 ml, 30 ml of isopropyl alcohol, 20 grams of 90 percent pure glycidyl methacrylate and 9.92 grams of t-butylamine. The reactor was then placed in a water bath at 60° C. for 3.5 hours. Thereafter the solution was cooled in an ice bath, and a white, crystalline precipitate formed, which weighed 17.7 grams after drying. The filtrate was partially concentrated and a second filtration gave an additional 1.3 grams of the same white, ... Reactants: C([O-])([O-])=O.[K+].[K+] (potassium carbonate), C([O-])([O-])=O.[K+].[K+] (potassium carbonate), compound C, ON1C(C=C(C=C1CSC1=CC(=CC=C1)OCC1=CC=CC2=CC=CC=C12)C)=O (1-Hydroxy-4-methyl-6-[3-(1-naphthylmethoxy)phenylthiomethyl]-2-pyridone), monothioresorcinol, ClCC1=CC(=CC(O1)=O)C (6-chloromethyl-4-methyl-2-pyrone), ClCC1=CC=CC2=CC=CC=C12 (1-chloromethylnaphthalene), [I-].[Na+] (sodium iodide). The solvent is C(Cl)Cl (methylene chloride), CN(C=O)C (dimethylformamide), CC(=O)C (acetone). Run at temperature 0 celsius. Product: CC1=CC(OC(=C1)CSC1=CC(=CC=C1)OCC1=CC=CC2=CC=CC=C12)=O (4-methyl-6-[3-(1-naphthylmethoxy)phenylthiomethyl]-2-pyrone). Yield: 36.0%. As a reaction SMILES: ON1[C:7]([CH2:8][S:9][C:10]2[CH:15]=[CH:14][CH:13]=[C:12]([O:16][CH2:17][C:18]3[C:27]4[C:22](=[CH:23][CH:24]=[CH:25][CH:26]=4)[CH:21]=[CH:20][CH:19]=3)[CH:11]=2)=[CH:6][C:5]([CH3:28])=[CH:4][C:3]1=[O:29].ClCC1[O:37]C(=O)C=C(C)C=1.C(=O)([O-])[O-].[K+].[K+].ClCC1C2C(=CC=CC=2)C=CC=1.[I-].[Na+]>CN(C)C=O.CC(C)=O.C(Cl)Cl>[CH3:28][C:5]1[CH:6]=[C:7]([CH2:8][S:9][C:10]2[CH:15]=[CH:14][CH:13]=[C:12]([O:16][CH2:17][C:18]3[C:27]4[C:22](=[CH:23][CH:24]=[CH:25][CH:26]=4)[CH:21]=[CH:20][CH:19]=3)[CH:11]=2)[O:37][C:3](=[O:29])[CH:4]=1 |f:2.3.4,6.7|. Procedure details: 1-Hydroxy-4-methyl-6-[3-(1-naphthylmethoxy)phenylthiomethyl]-2-pyridone 26 g of monothioresorcinol and 31.8 g of 6-chloromethyl-4-methyl-2-pyrone were dissolved in 100 ml of dimethylformamide and, while stirring and cooling in ice, 38 g of powdered potassium carbonate were added within 30 minutes, then the mixture was stirred at 0° C. for 4 hours and at room temperature for 16 hours, then 300 ml of methylene chloride were added, and the organic phase was extracted by shaking three times with wat... Starting materials: C1CCOC1, CCOC(C)=O, N#Cc1cnc(Cl)cc1Cl, [H-], CON(C)C(=O)c1ccccc1N, [Na+]. Product: CON(C)C(=O)c1ccccc1Nc1cc(Cl)ncc1C#N. Reaction SMILES: [CH2:26]1[O:27][CH2:28][CH2:29][CH2:30]1.[CH3:31][CH2:32][O:33][C:34]([CH3:35])=[O:36].[Cl:16][c:17]1[c:18]([C:24]#[N:25])[cH:19][n:20][c:21]([Cl:23])[cH:22]1.[H-:1].[NH2:3][c:4]1[c:5]([C:6](=[O:7])[N:8]([CH3:9])[O:10][CH3:11])[cH:12][cH:13][cH:14][cH:15]1.[Na+:2]>>[NH:3]([c:4]1[c:5]([C:6](=[O:7])[N:8]([CH3:9])[O:10][CH3:11])[cH:12][cH:13][cH:14][cH:15]1)[c:17]1[c:18]([C:24]#[N:25])[cH:19][n:20][c:21]([Cl:23])[cH:22]1.